This data is from the Open Reaction Database (ORD), a public repository of structured organic reaction records. The task is: describe an organic reaction: reactants, conditions, products, and yield The product is ClC=1C=C2C(=NC1)N=C(S2)S (6-chloro-2-mercaptothiazolo[4,5-b]pyridine). As a reaction SMILES: [NH2:1][C:2]1[C:7](Br)=[CH:6][C:5]([Cl:9])=[CH:4][N:3]=1.[K+].C(O[C:14]([S-:16])=[S:15])C.O.C(O)(=O)C>CN1CCCC1=O>[Cl:9][C:5]1[CH:6]=[C:7]2[S:15][C:14]([SH:16])=[N:1][C:2]2=[N:3][CH:4]=1 |f:1.2|. Reactants: NC1=NC=C(C=C1Br)Cl (2-amino-3-bromo-5-chloropyridine), C(C)(=O)O (acetic acid), [K+].C(C)OC(=S)[S-] (O-ethylxanthic acid potassium salt), O (water). Yield: 97.9%. Reported procedure: A solution of 133 g (0.64 mol) of 2-amino-3-bromo-5-chloropyridine from Example 1.1 in 1.02 l of N-methylpyrrolidone was admixed with 205 g (1.28 mol) O-ethylxanthic acid potassium salt. The reaction mixture was refluxed for 6 h and then allowed to cool to ambient temperature. 2.7 l of demineralized water were added then acetic acid to adjust the reaction mixture to pH 4.5. The resulting precipitate was filtered, washed with demineralized water (2×600 ml). The solid was triturated in succession ... Solvent: CN1C(CCC1)=O (N-methylpyrrolidone). Reactants: C(C1=CC=CC=C1)N(C)C(C(=O)OC)C(=O)OC (dimethyl [benzyl(methyl)amino]propanedioate), C(C1=CC=CC=C1)N(C)C(C(=O)OC)C(=O)OC (dimethyl [benzyl(methyl)amino]propanedioate), CN.CO (methylamine methanol). Run in CO (methanol). Reaction conditions: time 26 hour. Yields the product COC(C(C(=O)NC)N(C)CC1=CC=CC=C1)=O (({[1-methoxy-3-(methylamino)-1,3-dioxopropan-2-yl](methyl)amino}methyl)benzene). Isolated yield 56.0%. As a reaction SMILES: [CH2:1]([N:8]([CH:10]([C:15]([O:17]C)=O)[C:11]([O:13][CH3:14])=[O:12])[CH3:9])[C:2]1[CH:7]=[CH:6][CH:5]=[CH:4][CH:3]=1.[CH3:19][NH2:20].CO>CO>[CH3:14][O:13][C:11](=[O:12])[CH:10]([N:8]([CH2:1][C:2]1[CH:7]=[CH:6][CH:5]=[CH:4][CH:3]=1)[CH3:9])[C:15]([NH:20][CH3:19])=[O:17] |f:1.2|. Reported procedure: To a methanol (39 mL) solution of dimethyl [benzyl(methyl)amino]propanedioate (Intermediate 1-2, 13 g), a 9 mol/L-methylamine-methanol solution (14 mL) was added at room temperature, followed by stirring the mixture for 26 hours at room temperature. The reaction mixture was concentrated under reduced pressure, whereafter ethyl acetate and water were added to the resulting residue to isolate the organic layer. The extract was washed with brine, and dried over anhydrous sodium sulfate. Then, the d... Reactants: C(#C)C=1C=NN2C1N=C(C=C2C(F)(F)F)C2=CC=C(C=C2)C(F)(F)F (3-ethynyl-7-trifluoromethyl-5-(4-trifluoromethyl-phenyl)-pyrazolo[1,5-a]pyrimidine), BrC1=CC=C(N=N1)N (6-bromo-3-pyridazinamine). The product is FC(C1=CC(=NC=2N1N=CC2C#CC2=CC=C(N=N2)N)C2=CC=C(C=C2)C(F)(F)F)(F)F (6-[7-Trifluoromethyl-5-(4-trifluoromethyl-phenyl)-pyrazolo[1,5-a]pyrimidin-3-ylethynyl]-pyridazin-3-ylamine), solid. Isolated yield 60.0%. As a reaction SMILES: [C:1]([C:3]1[CH:4]=[N:5][N:6]2[C:11]([C:12]([F:15])([F:14])[F:13])=[CH:10][C:9]([C:16]3[CH:21]=[CH:20][C:19]([C:22]([F:25])([F:24])[F:23])=[CH:18][CH:17]=3)=[N:8][C:7]=12)#[CH:2].Br[C:27]1[N:32]=[N:31][C:30]([NH2:33])=[CH:29][CH:28]=1>>[F:15][C:12]([F:14])([F:13])[C:11]1[N:6]2[N:5]=[CH:4][C:3]([C:1]#[C:2][C:27]3[N:32]=[N:31][C:30]([NH2:33])=[CH:29][CH:28]=3)=[C:7]2[N:8]=[C:9]([C:16]2[CH:21]=[CH:20][C:19]([C:22]([F:25])([F:24])[F:23])=[CH:18][CH:17]=2)[CH:10]=1. Procedure: The title compound was prepared from 3-ethynyl-7-trifluoromethyl-5-(4-trifluoromethyl-phenyl)-pyrazolo[1,5-a]pyrimidine (example C.1) (355 g, 1.0 mmol) and commercially available 6-bromo-3-pyridazinamine (226 mg, 1.3 mmol) according to general procedure II. Obtained as a light brown solid (270 mg, 60%). MS (ISP) 449.2 [(M+H)+]; mp 214-216° C. Reactants: CC1(C=C(CC(C1)(C)C)C1=C(C=CC=C1)O)C (2-(3,3,5,5-tetramethylcyclohex-1-enyl)phenol). The reagents and catalysts are [Pd] (palladium on carbon). Solvent: CO (methanol). Reaction conditions: time 27 hour. Product: CC1(CC(CC(C1)(C)C)C1=C(C=CC=C1)O)C (2-(3,3,5,5-Tetramethylcyclohexyl)phenol). The yield is 98.9%. Reaction SMILES: [CH3:1][C:2]1([CH3:17])[CH2:7][C:6]([CH3:9])([CH3:8])[CH2:5][C:4]([C:10]2[CH:15]=[CH:14][CH:13]=[CH:12][C:11]=2[OH:16])=[CH:3]1>CO.[Pd]>[CH3:1][C:2]1([CH3:17])[CH2:7][C:6]([CH3:8])([CH3:9])[CH2:5][CH:4]([C:10]2[CH:15]=[CH:14][CH:13]=[CH:12][C:11]=2[OH:16])[CH2:3]1. Procedure details: To a solution of 2-(3,3,5,5-tetramethylcyclohex-1-enyl)phenol (1.7 g, 7.4 mmol) produced in Example (102a) in methanol (30 mL) was added 10% palladium on carbon (0.5 g, wet), followed by stirring for 27 hours at room temperature and atmospheric pressure under a hydrogen atmosphere. The reaction mixture was filtered through Celite, and the filtrate was concentrated under reduced pressure to give 1.7 g of a crude product of the title compound as a light yellow oil. Reactants: NC1=CC=C(C=N1)C(=O)C=1C(=C(C=CC1Cl)[C@@H](CC)NC(CC(=O)N)C)F (3-{[(1R)-1-[3-(6-aminopyridine-3-carbonyl)-4-chloro-2-fluorophenyl]propyl]-amino}butanamide), C(C)(=O)OC([C@@H](O)C1=CC=CC=C1)=O ((+)-O-acetyl-L-mandelic acid). Run in CCO (EtOH). Run at time 10 minute. The product is C(C)(=O)OC([C@@H](O)C1=CC=CC=C1)=O.NC1=CC=C(C=N1)C(=O)C=1C(=C(C=CC1Cl)[C@@H](CC)N[C@H](CC(=O)N)C)F ((3S)-3-{[(1R)-1-[3-(6-aminopyridine-3-carbonyl)-4-chloro-2-fluorophenyl]propyl]-amino}butanamide (+)-O-acetyl-L-mandelic acid salt). Isolated yield 58.2%. Reaction SMILES: [NH2:1][C:2]1[N:7]=[CH:6][C:5]([C:8]([C:10]2[C:11]([F:27])=[C:12]([C@H:17]([NH:20][CH:21]([CH3:26])[CH2:22][C:23]([NH2:25])=[O:24])[CH2:18][CH3:19])[CH:13]=[CH:14][C:15]=2[Cl:16])=[O:9])=[CH:4][CH:3]=1.[C:28]([O:31][C:32](=[O:41])[C@H:33]([C:35]1[CH:40]=[CH:39][CH:38]=[CH:37][CH:36]=1)[OH:34])(=[O:30])[CH3:29]>CCO>[C:28]([O:31][C:32](=[O:41])[C@H:33]([C:35]1[CH:40]=[CH:39][CH:38]=[CH:37][CH:36]=1)[OH:34])(=[O:30])[CH3:29].[NH2:1][C:2]1[N:7]=[CH:6][C:5]([C:8]([C:10]2[C:11]([F:27])=[C:12]([C@H:17]([NH:20][C@@H:21]([CH3:26])[CH2:22][C:23]([NH2:25])=[O:24])[CH2:18][CH3:19])[CH:13]=[CH:14][C:15]=2[Cl:16])=[O:9])=[CH:4][CH:3]=1 |f:3.4|. Reported procedure: Step 11—To a stirred solution of 3-{[(1R)-1-[3-(6-aminopyridine-3-carbonyl)-4-chloro-2-fluorophenyl]propyl]-amino}butanamide (237 g, 603 mmol) in EtOH (1900 mL) at 78° C. was added (+)-O-acetyl-L-mandelic acid (117 g, 603 mmol). The mixture was kept at 78° C. for 10 minutes then allowed to cool to room temperature (with stirring) providing a precipitate. After stirring overnight the solid was collected by filtration, washed with EtOH (1.25 Vol), then Et2O (1.7 Vol) and dried at 40° C. under vacu... Starting materials: COC1=CC=C(C=N1)NC1=NC=C(C=C1C1=C2N=CN(C2=NC(=N1)C)C1OCCCC1)CC1=CC=C(C=C1)S(=O)(=O)C (N-(6-Methoxypyridin-3-yl)-3-(2-methyl-9-(tetrahydro-2H-pyran-2-yl)-9H-purin-6-yl)-5-(4-(methylsulfonyl)benzyl)pyridin-2-amine), Cl (HCl). The solvent is O (water). Yields the product Cl.COC1=CC=C(C=N1)NC1=NC=C(C=C1C1=C2N=CNC2=NC(=N1)C)CC1=CC=C(C=C1)S(=O)(=O)C (N-(6-methoxypyridin-3-yl)-3-(2-methyl-9H-purin-6-yl)-5-(4-(methylsulfonyl)benzyl)pyridin-2-amine hydrochloride). Yield: 87.0%. As a reaction SMILES: [CH3:1][O:2][C:3]1[N:8]=[CH:7][C:6]([NH:9][C:10]2[C:15]([C:16]3[N:24]=[C:23]([CH3:25])[N:22]=[C:21]4[C:17]=3[N:18]=[CH:19][N:20]4C3CCCCO3)=[CH:14][C:13]([CH2:32][C:33]3[CH:38]=[CH:37][C:36]([S:39]([CH3:42])(=[O:41])=[O:40])=[CH:35][CH:34]=3)=[CH:12][N:11]=2)=[CH:5][CH:4]=1.[ClH:43]>O>[ClH:43].[CH3:1][O:2][C:3]1[N:8]=[CH:7][C:6]([NH:9][C:10]2[C:15]([C:16]3[N:24]=[C:23]([CH3:25])[N:22]=[C:21]4[C:17]=3[N:18]=[CH:19][NH:20]4)=[CH:14][C:13]([CH2:32][C:33]3[CH:38]=[CH:37][C:36]([S:39]([CH3:42])(=[O:41])=[O:40])=[CH:35][CH:34]=3)=[CH:12][N:11]=2)=[CH:5][CH:4]=1 |f:3.4|. Procedure: N-(6-Methoxypyridin-3-yl)-3-(2-methyl-9-(tetrahydro-2H-pyran-2-yl)-9H-purin-6-yl)-5-(4-(methylsulfonyl)benzyl)pyridin-2-amine (94.5 mg, 0.161 mmol) was suspended in a mixture of 2 M aqueous HCl (2.0 mL) and water (6 mL). The mixture was heated at reflux for 1 h and then allowed to cool and stand at room temperature over the weekend. The resulting solid was collected by filtration, washed with water, and dried to give N-(6-methoxypyridin-3-yl)-3-(2-methyl-9H-purin-6-yl)-5-(4-(methylsulfonyl)benzy...